This data is from the Open Reaction Database (ORD), a public repository of structured organic reaction records. The task is: describe an organic reaction: reactants, conditions, products, and yield Starting materials: [BH3-]C#N, CC(=O)O, CO, NCC1CCCc2c(Oc3ccc(C(N)=O)cn3)cccc21, [Na+], O=C1CCCCC1. Yields the product NC(=O)c1ccc(Oc2cccc3c2CCCC3CNC2CCCCC2)nc1. RXN SMILES: [C:1]([BH3-:2])#[N:3].[C:34]([OH:35])(=[O:36])[CH3:37].[CH3:38][OH:39].[NH2:5][CH2:6][CH:7]1[c:8]2[cH:9][cH:10][cH:11][c:12]([O:17][c:18]3[n:19][cH:20][c:21]([C:22](=[O:23])[NH2:24])[cH:25][cH:26]3)[c:13]2[CH2:14][CH2:15][CH2:16]1.[Na+:4].[O:27]=[C:28]1[CH2:29][CH2:30][CH2:31][CH2:32][CH2:33]1>>[NH:5]([CH2:6][CH:7]1[c:8]2[cH:9][cH:10][cH:11][c:12]([O:17][c:18]3[n:19][cH:20][c:21]([C:22](=[O:23])[NH2:24])[cH:25][cH:26]3)[c:13]2[CH2:14][CH2:15][CH2:16]1)[CH:28]1[CH2:29][CH2:30][CH2:31][CH2:32][CH2:33]1. Reactants: BrB(Br)Br, COc1cccc2nc(C)ncc12, ClCCl, N. The product is Cc1ncc2c(O)cccc2n1. As a reaction SMILES: [B:14]([Br:15])([Br:16])[Br:17].[CH3:1][O:2][c:3]1[c:4]2[cH:5][n:6][c:7]([CH3:13])[n:8][c:9]2[cH:10][cH:11][cH:12]1.[Cl:19][CH2:20][Cl:21].[NH3:18]>>[OH:2][c:3]1[c:4]2[cH:5][n:6][c:7]([CH3:13])[n:8][c:9]2[cH:10][cH:11][cH:12]1. Starting materials: C1CCOC1, COC(=O)c1ccc(C(C)C(O)(c2ccnc(Cl)c2)C(F)(F)F)c(Cl)c1, CO, [Li+], [OH-]. Product: CC(c1ccc(C(=O)O)cc1Cl)C(O)(c1ccnc(Cl)c1)C(F)(F)F. As a reaction SMILES: [CH2:29]1[O:30][CH2:31][CH2:32][CH2:33]1.[CH3:1][O:2][C:3]([c:4]1[cH:5][c:6]([Cl:25])[c:7]([CH:10]([C:11]([C:12]([F:13])([F:14])[F:15])([OH:16])[c:17]2[cH:18][c:19]([Cl:23])[n:20][cH:21][cH:22]2)[CH3:24])[cH:8][cH:9]1)=[O:26].[CH3:34][OH:35].[Li+:28].[OH-:27]>>[O:2]=[C:3]([c:4]1[cH:5][c:6]([Cl:25])[c:7]([CH:10]([C:11]([C:12]([F:13])([F:14])[F:15])([OH:16])[c:17]2[cH:18][c:19]([Cl:23])[n:20][cH:21][cH:22]2)[CH3:24])[cH:8][cH:9]1)[OH:26]. Starting materials: CC(C)(C)O, CCOC(=O)CCN(c1nc(SC)ncc1C(=O)OCC)C1CCCCC1, CC(C)(C)[O-], Cc1ccccc1, Cl, [Na+], [Na]. Yields the product CCOC(=O)C1CN(C2CCCCC2)c2nc(SC)ncc2C1=O. RXN SMILES: [C:43]([OH:44])([CH3:45])([CH3:46])[CH3:47].[CH2:2]([O:3][C:5](=[O:6])[c:7]1[c:8]([N:15]([CH2:16][CH2:17][C:18](=[O:19])[O:20][CH2:21][CH3:22])[CH:23]2[CH2:24][CH2:25][CH2:26][CH2:27][CH2:28]2)[n:9][c:10]([S:13][CH3:14])[n:11][cH:12]1)[CH3:4].[CH3:29][C:30]([CH3:31])([O-:32])[CH3:33].[CH3:36][c:37]1[cH:38][cH:39][cH:40][cH:41][cH:42]1.[ClH:35].[Na+:34].[Na:1]>>[C:5]1(=[O:6])[c:7]2[c:8]([n:9][c:10]([S:13][CH3:14])[n:11][cH:12]2)[N:15]([CH:23]2[CH2:24][CH2:25][CH2:26][CH2:27][CH2:28]2)[CH2:16][CH:17]1[C:18](=[O:19])[O:20][CH2:21][CH3:22]. Reactants: COC1=CC=C(C(C(=O)O)=C1)O (5-methoxysalicyclic acid), Cl (hydrochloric acid), [OH-].[Na+] (sodium hydroxide), C1(=CC=CC=C1)S(=O)(=O)OC (methyl benzenesulfonate), [H-].[Na+] (sodium hydride). The solvent is CN(C=O)C (N,N-dimethylformamide), O (water), C(C)O (ethanol). The product is COC1=C(C(=O)O)C=C(C=C1)OC (2,5-dimethoxybenzoic acid). As a reaction SMILES: [CH3:1][O:2][C:3]1[CH:11]=[C:7]([C:8]([OH:10])=[O:9])[C:6]([OH:12])=[CH:5][CH:4]=1.[C:13]1(S(OC)(=O)=O)C=CC=CC=1.[H-].[Na+].[OH-].[Na+].Cl>C(O)C.O.CN(C)C=O>[CH3:13][O:12][C:6]1[CH:5]=[CH:4][C:3]([O:2][CH3:1])=[CH:11][C:7]=1[C:8]([OH:10])=[O:9] |f:2.3,4.5|. Reported procedure: A mixture of 7.05 g. (0.042 mole) of 5-methoxysalicyclic acid, 34.4 g. (0.2 mole) of methyl benzenesulfonate, 4.8 g. (0.2 mole) of sodium hydride and 100 ml. of N,N-dimethylformamide was heated at 125° C. for 16 hours, then poured into water. The mixture was extracted with diethyl ether and the extracts washed thrice with 200 ml. portions of 5N sodium hydroxide solution. The extracts were dried over magnesium sulfate, then evaporated to provide a residue which was dissolved in 100 ml. of ethanol...